Dataset: the Open Reaction Database (ORD), a public repository of structured organic reaction records. Task: describe an organic reaction: reactants, conditions, products, and yield The reactants are CCCCCCCC(=O)O, CCC1CC2C3CCC4=CC(=O)CCC4C3CCC2(C)C1OC(=O)CBr, CC(C)=O, O. The product is CCCCCCCC(=O)OCC(=O)OC1C(CC)CC2C3CCC4=CC(=O)CCC4C3CCC21C. RXN SMILES: [C:27]([CH2:28][CH2:29][CH2:30][CH2:31][CH2:32][CH2:33][CH3:34])(=[O:35])[OH:36].[CH2:1]([CH3:2])[CH:3]1[CH:4]([O:22][C:23]([CH2:24][Br:25])=[O:26])[C:5]2([CH3:6])[CH:7]([CH2:8]1)[CH:9]1[CH2:10][CH2:11][C:12]3=[CH:13][C:14](=[O:21])[CH2:15][CH2:16][CH:17]3[CH:18]1[CH2:19][CH2:20]2.[CH3:37][C:38](=[O:39])[CH3:40].[OH2:41]>>[CH2:1]([CH3:2])[CH:3]1[CH:4]([O:22][C:23]([CH2:24][O:36][C:27]([CH2:28][CH2:29][CH2:30][CH2:31][CH2:32][CH2:33][CH3:34])=[O:35])=[O:26])[C:5]2([CH3:6])[CH:7]([CH2:8]1)[CH:9]1[CH2:10][CH2:11][C:12]3=[CH:13][C:14](=[O:21])[CH2:15][CH2:16][CH:17]3[CH:18]1[CH2:19][CH2:20]2.